Dataset: the Open Reaction Database (ORD), a public repository of structured organic reaction records. Task: describe an organic reaction: reactants, conditions, products, and yield The product is COCCOc1cc(C(=O)CBr)cc(C(C)(C)C)c1. Reactants: [Br-], [Br-], [Br-], COCCOc1cc(C(C)=O)cc(C(C)(C)C)c1, C1CCOC1, CO, ClCCl, O=C(O)CC(O)(CC(=O)O)C(=O)O, C[N+](C)(C)c1ccccc1, C[N+](C)(C)c1ccccc1, C[N+](C)(C)c1ccccc1. RXN SMILES: [Br-:19].[Br-:20].[Br-:21].[C:1]([CH3:2])([CH3:3])([CH3:4])[c:5]1[cH:6][c:7]([C:16]([CH3:17])=[O:18])[cH:8][c:9]([O:11][CH2:12][CH2:13][O:14][CH3:15])[cH:10]1.[CH2:70]1[O:71][CH2:72][CH2:73][CH2:74]1.[CH3:68][OH:69].[Cl:65][CH2:66][Cl:67].[OH:52][C:53]([CH2:54][C:55]([C:56](=[O:57])[OH:58])([CH2:59][C:60](=[O:61])[OH:62])[OH:63])=[O:64].[c:22]1([N+:23]([CH3:24])([CH3:25])[CH3:26])[cH:27][cH:28][cH:29][cH:30][cH:31]1.[c:32]1([N+:33]([CH3:34])([CH3:35])[CH3:36])[cH:37][cH:38][cH:39][cH:40][cH:41]1.[c:42]1([N+:43]([CH3:44])([CH3:45])[CH3:46])[cH:47][cH:48][cH:49][cH:50][cH:51]1>>[C:1]([CH3:2])([CH3:3])([CH3:4])[c:5]1[cH:6][c:7]([C:16]([CH2:17][Br:19])=[O:18])[cH:8][c:9]([O:11][CH2:12][CH2:13][O:14][CH3:15])[cH:10]1. Starting materials: BrC1=CC=C(OC(CNS(=O)(=O)C(C)C)C)C=C1 ([2-(4-bromophenoxy)propyl][(methylethyl)sulfonyl]amine), C(=O)C1=CC=C(C=C1)B(O)O (4-formylbenzeneboronic acid), C([O-])([O-])=O.[Na+].[Na+] (sodium carbonate). The reagents and catalysts are Cl[Pd]([P](C1=CC=CC=C1)(C2=CC=CC=C2)C3=CC=CC=C3)([P](C4=CC=CC=C4)(C5=CC=CC=C5)C6=CC=CC=C6)Cl (dichlorobis(triphenylphosphine)palladium(II)). Solvent: COCCOC (1,2-dimethoxyethane). The product is CC(CNS(=O)(=O)C(C)C)OC1=CC=C(C=C1)C1=CC=C(C=O)C=C1 (4-[4-(1-Methyl-2-{[(methylethyl)sulfonyl]amino}ethoxy)phenyl]benzaldehyde). Yield: 30.3%. Reaction SMILES: Br[C:2]1[CH:18]=[CH:17][C:5]([O:6][CH:7]([CH3:16])[CH2:8][NH:9][S:10]([CH:13]([CH3:15])[CH3:14])(=[O:12])=[O:11])=[CH:4][CH:3]=1.[CH:19]([C:21]1[CH:26]=[CH:25][C:24](B(O)O)=[CH:23][CH:22]=1)=[O:20].C(=O)([O-])[O-].[Na+].[Na+]>Cl[Pd](Cl)([P](C1C=CC=CC=1)(C1C=CC=CC=1)C1C=CC=CC=1)[P](C1C=CC=CC=1)(C1C=CC=CC=1)C1C=CC=CC=1.COCCOC>[CH3:16][CH:7]([O:6][C:5]1[CH:17]=[CH:18][C:2]([C:24]2[CH:25]=[CH:26][C:21]([CH:19]=[O:20])=[CH:22][CH:23]=2)=[CH:3][CH:4]=1)[CH2:8][NH:9][S:10]([CH:13]([CH3:15])[CH3:14])(=[O:12])=[O:11] |f:2.3.4,^1:38,57|. Procedure: The title compound (82 mg, 30%, yellow foam) was prepared from [2-(4-bromophenoxy)propyl][(methylethyl)sulfonyl]amine (252 mg, 0.749 mmol, prepared in example 1), 4-formylbenzeneboronic acid (135 mg, 0.900 mmol), dichlorobis(triphenylphosphine)palladium(II) (21 mg, 0.030 mmol), 2 M sodium carbonate (270 mg in 1.3 mL water), and 1,2-dimethoxyethane (5 mL) in a manner analogous to the procedure described in Example 8. The reactants are COc1cc2ncnc(Sc3cccc(NC(=O)Nc4cc(C(C)(C)C)on4)c3)c2cc1OCCCN1CCCCC1, OCC1CCNCC1. The product is COc1cc2ncnc(Sc3cccc(NC(=O)Nc4cc(C(C)(C)C)on4)c3)c2cc1OCCCN1CCC(CO)CC1. RXN SMILES: [C:1]([CH3:2])([CH3:3])([CH3:4])[c:5]1[cH:6][c:7]([NH:10][C:11](=[O:12])[NH:13][c:14]2[cH:15][c:16]([S:20][c:21]3[n:22][cH:23][n:24][c:25]4[cH:26][c:27]([O:41][CH3:42])[c:28]([O:31][CH2:32][CH2:33][CH2:34][N:35]5[CH2:36][CH2:37][CH2:38][CH2:39][CH2:40]5)[cH:29][c:30]34)[cH:17][cH:18][cH:19]2)[n:8][o:9]1.[NH:43]1[CH2:44][CH2:45][CH:46]([CH2:49][OH:50])[CH2:47][CH2:48]1>>[C:1]([CH3:2])([CH3:3])([CH3:4])[c:5]1[cH:6][c:7]([NH:10][C:11](=[O:12])[NH:13][c:14]2[cH:15][c:16]([S:20][c:21]3[n:22][cH:23][n:24][c:25]4[cH:26][c:27]([O:41][CH3:42])[c:28]([O:31][CH2:32][CH2:33][CH2:34][N:35]5[CH2:36][CH2:37][CH:38]([CH2:49][OH:50])[CH2:39][CH2:40]5)[cH:29][c:30]34)[cH:17][cH:18][cH:19]2)[n:8][o:9]1. Reactants: O=C[C@@H](O)[C@H](O)[C@@H](O)[C@@H](O)CO (L-glucose), O=C[C@H](O)[C@H](O)[C@@H](O)[C@@H](O)CO (L-mannose). Product: O=C[C@H](O)[C@@H](O)[C@@H](O)[C@H](O)CO (D-galactose). Reaction SMILES: [O:1]=[CH:2][C@H:3]([C@@H:5]([C@H:7]([C@H:9]([CH2:11][OH:12])[OH:10])[OH:8])[OH:6])[OH:4].O=C[C@@H]([C@@H]([C@H]([C@H](CO)O)O)O)O>>[O:1]=[CH:2][C@@H:3]([C@H:5]([C@H:7]([C@@H:9]([CH2:11][OH:12])[OH:10])[OH:8])[OH:6])[OH:4]. Reported procedure: It is also known that both D-glucose and D-mannose can be epimerized in an aqueous solution containing about 17% by weight of D-glucose or D-mannose, based on total solution weight (i.e., 20% by weight of glucose, based on the weight of water) and a small amount of molybdic acid catalyst producing a solution containing 25 percent D-mannose, remainder D-glucose on the dry basis. This epimerization is described by V. Bilik, Chem. Zvesti, 26, 183-186 (1972) and in Czech patent 149,051 (June 15, 197...